This data is from the Open Reaction Database (ORD), a public repository of structured organic reaction records. The task is: describe an organic reaction: reactants, conditions, products, and yield Reactants: O1CCN(CC1)C(C=O)C (morpholinopropionaldehyde), CN1CCNCC1 (N-methylpiperazine), O1CCOCC1 (dioxane), [H][H] (hydrogen). Procedure details: 143 g (1 mol) of morpholinopropionaldehyde in 143 g of dioxane are forced into 100 g (1 mol) of N-methylpiperazine and 30 g of Raney nickel at 115° C. and a hydrogen pressure of 140 bar, and hydrogenated for 2 hours. The reaction mixture is suction filtered, concentrated by evaporation and distilled. As a reaction SMILES: [O:1]1[CH2:6][CH2:5][N:4]([CH:7]([CH3:10])C=O)[CH2:3][CH2:2]1.[CH3:11][N:12]1[CH2:17][CH2:16][NH:15][CH2:14][CH2:13]1.[H][H].O1CCOC[CH2:21]1>[Ni]>[O:1]1[CH2:2][CH2:3][N:4]([CH2:7][CH2:10][CH2:11][N:12]2[CH2:17][CH2:16][N:15]([CH3:21])[CH2:14][CH2:13]2)[CH2:5][CH2:6]1. The reagents and catalysts are [Ni] (Raney nickel). Product: O1CCN(CC1)CCCN1CCN(CC1)C (N-morpholinopropyl-N'-methyl-piperazine). Starting materials: ClC1=CC=C(N=N1)O[C@H]1CN2CCC1CC2 ((3R)-3-[(6-chloropyridazin-3-yl)oxy]quinuclidine), N1C=CC2=CC(=CC=C12)B(O)O (5-indolylboronic acid), N (NH3). Yields the product N12C[C@@H](C(CC1)CC2)OC2=CC=C(N=N2)C=2C=C1C=CNC1=CC2 (5-{6-[(3R)-1-azabicyclo[2.2.2]oct-3-yloxy]pyridazin-3-yl}-1H-indole). Reaction SMILES: Cl[C:2]1[N:7]=[N:6][C:5]([O:8][C@@H:9]2[CH:14]3[CH2:15][CH2:16][N:11]([CH2:12][CH2:13]3)[CH2:10]2)=[CH:4][CH:3]=1.[NH:17]1[C:25]2[C:20](=[CH:21][C:22](B(O)O)=[CH:23][CH:24]=2)[CH:19]=[CH:18]1.N>>[N:11]12[CH2:16][CH2:15][CH:14]([CH2:13][CH2:12]1)[C@@H:9]([O:8][C:5]1[N:6]=[N:7][C:2]([C:22]3[CH:21]=[C:20]4[C:25](=[CH:24][CH:23]=3)[NH:17][CH:18]=[CH:19]4)=[CH:3][CH:4]=1)[CH2:10]2. Procedure: The product of Example 9A (480 mg, 2 mmol) was coupled with 5-indolylboronic acid (Frontier, 403 mg, 2.5 mmol) according to the procedure of Example 3A. The title product was purified by preparative HPLC (Gilson, column, Symmetry® C-8 7 μm, 40×100 mm. Eluting Solvent, MeCN/H2O (with 0.2% v. TFA) (v. 90/10 to 10/90 over 20 min.) Flow rate, 75 mL/min., uv, 250 nm) as solid (240 mg, yield, 38%). 1H NMR (300 MHz, CD3OD) δ 1.49–1.64 (m, 1H), 1.68–1.93 (m, 2H), 2.00–2.15 (m, 1H), 2.28–2.36 (m, 1H), 2.... Reactants: BrC1=C(CCSC(C(=O)OC)Cl)C=CC=C1 (methyl 2-((2-bromophenethyl)thio)-2-chloroacetate), [Cl-].[Cl-].[Cl-].[Al+3] (aluminum trichloride). The solvent is C(Cl)Cl (DCM). Yields the product COC(=O)C1SCCC2=C(C=CC=C12)Br (Methyl-5-bromoisothiochroman-1-carboxylate). The yield is 69.5%. As a reaction SMILES: [Br:1][C:2]1[CH:16]=[CH:15][CH:14]=[CH:13][C:3]=1[CH2:4][CH2:5][S:6][CH:7](Cl)[C:8]([O:10][CH3:11])=[O:9].[Cl-].[Cl-].[Cl-].[Al+3]>C(Cl)Cl>[CH3:11][O:10][C:8]([CH:7]1[C:13]2[C:3](=[C:2]([Br:1])[CH:16]=[CH:15][CH:14]=2)[CH2:4][CH2:5][S:6]1)=[O:9] |f:1.2.3.4|. Procedure: A mixture of methyl 2-((2-bromophenethyl)thio)-2-chloroacetate (4.7 g), aluminum trichloride (2 g) and DCM (15 ml) was stirred in ice bath and allowed to warm up to ambient temperature and stirred 3.5 hrs. Separation method B and E yielded the title compound (2.9 g). The reactants are CCOC(C)=O, O=[N+]([O-])c1ccc(OCc2cccc(F)c2)c(F)c1, [Pt]. The product is Nc1ccc(OCc2cccc(F)c2)c(F)c1. Reaction SMILES: [CH3:20][CH2:21][O:22][C:23](=[O:24])[CH3:25].[F:1][c:2]1[c:3]([O:11][CH2:12][c:13]2[cH:14][c:15]([F:19])[cH:16][cH:17][cH:18]2)[cH:4][cH:5][c:6]([N+:8]([O-:9])=[O:10])[cH:7]1.[Pt:26]>>[F:1][c:2]1[c:3]([O:11][CH2:12][c:13]2[cH:14][c:15]([F:19])[cH:16][cH:17][cH:18]2)[cH:4][cH:5][c:6]([NH2:8])[cH:7]1. Starting materials: O (Water), C([O-])([O-])=O.[Cs+].[Cs+] (Cesium carbonate), N1C(NC2=C1C=CC=C2)=O (benzimidazolinone), CI (methyl iodide). The solvent is CN(C)C=O (DMF). Run at time 30 minute. The product is CN1C(NC2=C1C=CC=C2)=O (N-methylbenzimidazolinone). The yield is 11.6%. RXN SMILES: [C:1](=[O:4])([O-])[O-].[Cs+].[Cs+].[NH:7]1[C:11]2[CH:12]=[CH:13][CH:14]=[CH:15][C:10]=2[NH:9][C:8]1=O.CI.O>CN(C=O)C>[CH3:8][N:7]1[C:11]2[CH:12]=[CH:13][CH:14]=[CH:15][C:10]=2[NH:9][C:1]1=[O:4] |f:0.1.2|. Procedure details: Cesium carbonate (814.5 mg, 2.5 mmol) was added to a stirred solution of benzimidazolinone (335 mg, 2.5 mmol) in DMF (10 mL) under nitrogen at room temperature. After stirring for 30 min., methyl iodide (355 mg, 2.5 mmol) was added and the mixture stirred at room temperature for 18 h. Water was added and the mixture extracted with ethyl acetate. The organic phase was washed with water, dried (magnesium sulfate) and the solvent removed in vacuo. The residue was chromatographed (10-50% ethyl aceta... Starting materials: C1(=CC=CC=C1)C (toluene), CC(C(C)C)(C1=NC=C(C=C1)B1OC(C(O1)(C)C)(C)C)C1=CC=C(C=C1)C=1N=NC(=CC1)C(F)(F)F (3-(4-{1,2-dimethyl-1-[5-(4,4,5,5-tetramethyl-1,3,2-dioxaborolan-2-yl)pyridin-2-yl]propyl}phenyl)-6-(trifluoromethyl)pyridazine), BrC=1C=NC=C(C1)OC (3-bromo-5-methoxypyridine), C([O-])([O-])=O.[Na+].[Na+] (sodium carbonate), aqueous solution. Reagents/catalysts: C1=CC=C(C=C1)P([C-]2C=CC=C2)C3=CC=CC=C3.C1=CC=C(C=C1)P([C-]2C=CC=C2)C3=CC=CC=C3.Cl[Pd]Cl.[Fe+2] ([1,1′-Bis(diphenylphosphino)ferrocene]dichloropalladium(II)). The solvent is CCO (EtOH). Conditions: temperature 95 celsius. Product: CC(C(C)C)(C1=CC=C(C=C1)C=1N=NC(=CC1)C(F)(F)F)C1=CC=C(C=N1)C=1C=NC=C(C1)OC (6′-(1,2-dimethyl-1-{4-[6-(trifluoromethyl)pyridazin-3-yl]phenyl}propyl)-5-methoxy-3,3′-bipyridine). Reaction SMILES: [CH3:1][C:2]([C:21]1[CH:26]=[CH:25][C:24]([C:27]2[N:28]=[N:29][C:30]([C:33]([F:36])([F:35])[F:34])=[CH:31][CH:32]=2)=[CH:23][CH:22]=1)([C:6]1[CH:11]=[CH:10][C:9](B2OC(C)(C)C(C)(C)O2)=[CH:8][N:7]=1)[CH:3]([CH3:5])[CH3:4].Br[C:38]1[CH:39]=[N:40][CH:41]=[C:42]([O:44][CH3:45])[CH:43]=1.C(=O)([O-])[O-].[Na+].[Na+].C1(C)C=CC=CC=1>CCO.C1C=CC(P(C2C=CC=CC=2)[C-]2C=CC=C2)=CC=1.C1C=CC(P(C2C=CC=CC=2)[C-]2C=CC=C2)=CC=1.Cl[Pd]Cl.[Fe+2]>[CH3:1][C:2]([C:6]1[N:7]=[CH:8][C:9]([C:38]2[CH:39]=[N:40][CH:41]=[C:42]([O:44][CH3:45])[CH:43]=2)=[CH:10][CH:11]=1)([C:21]1[CH:22]=[CH:23][C:24]([C:27]2[N:28]=[N:29][C:30]([C:33]([F:34])([F:35])[F:36])=[CH:31][CH:32]=2)=[CH:25][CH:26]=1)[CH:3]([CH3:4])[CH3:5] |f:2.3.4,7.8.9.10|. Reported procedure: [1,1′-Bis(diphenylphosphino)ferrocene]dichloropalladium(II) (14.0 mg, 0.0190 mmol) was added to a stirred solution of 8d (47.0 mg, 0.0950 mmol), 3-bromo-5-methoxypyridine (23.0 mg, 4.43 mmol) and sodium carbonate (100 μL of a 2.0 M aqueous solution, 0.200 mmol) in EtOH:toluene (500 μL of an 80:20 mixture, respectively) at rt. The resulting solution was heated to 95° C. for approximately 5 h. After cooling to rt, the reaction mixture was filtered through a short column of CELITE®, eluting with Et...